describe an organic reaction: reactants, conditions, products, and yield From a dataset of the Open Reaction Database (ORD), a public repository of structured organic reaction records. The reactants are C(C)(C)(C)OC(C(C)(C)SC=1SC=C(N1)CCOC1=C(C=C(C=C1)C1=CC=C(C=C1)F)[N+](=O)[O-])=O (2-[(4-{2-[(4′-fluoro-3-nitrobiphenyl-4-yl)oxy]ethyl}-1,3-thiazol-2-yl)thio]-2-methylpropionic acid tert-butyl ester), FC(C(=O)O)(F)F (trifluoroacetic acid). Solvent: ClCCl (dichloromethane). Run at time 12 hour. The product is FC1=CC=C(C=C1)C1=CC(=C(C=C1)OCCC=1N=C(SC1)SC(C(=O)O)(C)C)[N+](=O)[O-] (2-[(4-{2-[(4′-fluoro-3-nitrobiphenyl-4-yl)oxy]ethyl}-1,3-thiazol-2-yl)thio]-2-methylpropionic acid). Isolated yield 62.4%. Reaction SMILES: C([O:5][C:6](=[O:35])[C:7]([S:10][C:11]1[S:12][CH:13]=[C:14]([CH2:16][CH2:17][O:18][C:19]2[CH:24]=[CH:23][C:22]([C:25]3[CH:30]=[CH:29][C:28]([F:31])=[CH:27][CH:26]=3)=[CH:21][C:20]=2[N+:32]([O-:34])=[O:33])[N:15]=1)([CH3:9])[CH3:8])(C)(C)C.FC(F)(F)C(O)=O>ClCCl>[F:31][C:28]1[CH:29]=[CH:30][C:25]([C:22]2[CH:23]=[CH:24][C:19]([O:18][CH2:17][CH2:16][C:14]3[N:15]=[C:11]([S:10][C:7]([CH3:9])([CH3:8])[C:6]([OH:35])=[O:5])[S:12][CH:13]=3)=[C:20]([N+:32]([O-:34])=[O:33])[CH:21]=2)=[CH:26][CH:27]=1. Procedure details: 2-[(4-{2-[(4′-Fluoro-3-nitrobiphenyl-4-yl)oxy]ethyl}-1,3-thiazol-2-yl)thio]-2-methylpropionic acid tert-butyl ester (300 mg) obtained in Example 97-2 was dissolved in dichloromethane (2 mL), trifluoroacetic acid (2 mL) was added, and the mixture was stirred at room temperature for 12 hr. The reaction mixture was concentrated under reduced pressure, and the residue was purified by silica gel chromatography (elution solvent; hexane:ethyl acetate=1:1 to 0:1) to give the title compound (167 mg) as a... Starting materials: CCO, CC1CCN(Cc2ccccc2)CC1O, Cl. Yields the product CC1CCNCC1O, Cl. Reaction SMILES: [CH3:17][CH2:18][OH:19].[CH3:1][CH:2]1[CH:3]([OH:15])[CH2:4][N:5]([CH2:8][c:9]2[cH:10][cH:11][cH:12][cH:13][cH:14]2)[CH2:6][CH2:7]1.[ClH:16]>>[CH3:1][CH:2]1[CH:3]([OH:15])[CH2:4][NH:5][CH2:6][CH2:7]1.[ClH:16].